From a dataset of the Open Reaction Database (ORD), a public repository of structured organic reaction records. describe an organic reaction: reactants, conditions, products, and yield Starting materials: FC(C(=O)O)(F)F (Trifluoroacetic acid), NC=1SC(=C(N1)C(C(=O)NC1[C@@H]2N(C(=C(CS2)CSC=2SC=NN2)C(=O)O)C1=O)=NOCC(=O)OC(C)(C)C)Cl (7-[2-(2-amino-5-chlorothiazol-4-yl)-2-tert-butoxycarbonylmethoxyiminoacetamido]-3-(1,3,4-thiadiazol-2-yl)thiomethyl-3-cephem-4-carboxylic acid), C(C)(C)OC(C)C (diisopropyl ether). Solvent: C(Cl)Cl (methylene chloride), C1(=CC=CC=C1)OC (anisole). Yields the product NC=1SC(=C(N1)C(C(=O)NC1[C@@H]2N(C(=C(CS2)CSC=2SC=NN2)C(=O)O)C1=O)=NOCC(=O)O)Cl (7-[2-(2-amino-5-chlorothiazol-4-yl)-2-carboxymethoxyiminoacetamido]-3-(1,3,4-thiadiazol-2-yl)thiomethyl-3-cephem-4-carboxylic acid). The yield is 80.1%. As a reaction SMILES: FC(F)(F)C(O)=O.[NH2:8][C:9]1[S:10][C:11]([Cl:47])=[C:12]([C:14](=[N:37][O:38][CH2:39][C:40]([O:42]C(C)(C)C)=[O:41])[C:15]([NH:17][CH:18]2[C:35](=[O:36])[N:20]3[C:21]([C:32]([OH:34])=[O:33])=[C:22]([CH2:25][S:26][C:27]4[S:28][CH:29]=[N:30][N:31]=4)[CH2:23][S:24][C@H:19]23)=[O:16])[N:13]=1.C(OC(C)C)(C)C>C(Cl)Cl.C1(OC)C=CC=CC=1>[NH2:8][C:9]1[S:10][C:11]([Cl:47])=[C:12]([C:14](=[N:37][O:38][CH2:39][C:40]([OH:42])=[O:41])[C:15]([NH:17][CH:18]2[C:35](=[O:36])[N:20]3[C:21]([C:32]([OH:34])=[O:33])=[C:22]([CH2:25][S:26][C:27]4[S:28][CH:29]=[N:30][N:31]=4)[CH2:23][S:24][C@H:19]23)=[O:16])[N:13]=1. Procedure details: Trifluoroacetic acid (10 ml) was added to a solution of 7-[2-(2-amino-5-chlorothiazol-4-yl)-2-tert-butoxycarbonylmethoxyiminoacetamido]-3-(1,3,4-thiadiazol-2-yl)thiomethyl-3-cephem-4-carboxylic acid (syn isomer) (2.5 g) in methylene chloride (5.0 ml) and anisole (2.5 ml) under ice-cooling, and then the mixture was stirred for an hour at ambient temperature. The resulting solution was dropwise added to diisopropyl ether (100 ml) and then precipitates were collected by filtration. The precipitates... Starting materials: C(C)(C)OC(C)C (isopropyl ether), FC1=CC2=C(C(=NO2)C2CCNCC2)C=C1 (4-(6-fluoro-1,2-benzisoxazol-3-yl)piperidine), C(=O)([O-])[O-].[K+].[K+] (K2CO3), BrC[C@@H](CO)C ((R)-(-)-3-bromo-2-methyl-1-propanol). Reagents/catalysts: S(=O)(=O)(O)[O-].C(CCC)[N+](CCCC)(CCCC)CCCC (tetrabutylammonium hydrogen sulfate). Solvent: C(C)#N (acetonitrile), O (H2O). Yields the product C(\C=C\C(=O)O)(=O)O.FC1=CC2=C(C(=NO2)C2CCN(CC2)C[C@H](CO)C)C=C1 ((R)-(-)-3-[4-(6-Fluoro-1,2-benzisoxazol-3-yl)-1-piperidinyl]-2-methyl-1-propanol fumarate). RXN SMILES: [F:1][C:2]1[CH:16]=[CH:15][C:5]2[C:6]([CH:9]3[CH2:14][CH2:13][NH:12][CH2:11][CH2:10]3)=[N:7][O:8][C:4]=2[CH:3]=1.[C:17]([O-:20])([O-:19])=O.[K+].[K+].Br[CH2:24][C@H:25]([CH3:28])[CH2:26][OH:27].C(OC(C)C)(C)C>S([O-])(O)(=O)=O.C([N+](CCCC)(CCCC)CCCC)CCC.C(#N)C.O>[C:4]([OH:27])(=[O:8])/[CH:5]=[CH:15]/[C:17]([OH:20])=[O:19].[F:1][C:2]1[CH:16]=[CH:15][C:5]2[C:6]([CH:9]3[CH2:10][CH2:11][N:12]([CH2:24][C@@H:25]([CH3:28])[CH2:26][OH:27])[CH2:13][CH2:14]3)=[N:7][O:8][C:4]=2[CH:3]=1 |f:1.2.3,6.7,10.11|. Procedure: A mixture of 4-(6-fluoro-1,2-benzisoxazol-3-yl)piperidine (14.5 g, 65 mmol), K2CO3 (10 g, 72 mmol). (R)-(-)-3-bromo-2-methyl-1-propanol (10 g, 65.3 mmol), tetrabutylammonium hydrogen sulfate (1,27 g, phase transfer catalyst) in acetonitrile (300 ml) and H2O (5 ml) was heated at reflux for 6 hours. The mixture was cooled and the solvent was removed on rotary evaporator. The residue was extracted into methylene chloride (DCM), and the insolubles were filtered. After concentration of the extract, t... Reaction SMILES: [C:1]1([CH2:7][CH2:8][CH2:9][CH2:10]O)[CH:6]=[CH:5][CH:4]=[CH:3][CH:2]=1.C1C=CC(P(C2C=CC=CC=2)C2C=CC=CC=2)=CC=1.N1C=CN=C1.[I:36]I>C1(C)C=CC=CC=1>[I:36][CH2:10][CH2:9][CH2:8][CH2:7][C:1]1[CH:6]=[CH:5][CH:4]=[CH:3][CH:2]=1. Run at time 8 hour. The solvent is C1(=CC=CC=C1)C (toluene). Procedure: To a mixture of 4-phenyl-1-butanol (601 mg, 4.0 mmol), Ph3P (1.57 g, 6.0 mmol, 1.5 equiv.) and imidazole (409 mg, 6.0 mmol, 1.5 equiv.) in toluene (20 mL) was added I2 (1.52 g, 6.0 mmol, 1.5 equiv.) at 0° C. The mixture was allowed to stand overnight, and the reaction was quenched with saturated Na2S2O3 solution. The mixture was extracted with hexane/EtOAc 10:1, and the organic layer was washed with brine and dried over Na2SO4. After concentration, the residue was filtrated through Celite, and t... Yield: 100.0%. Starting materials: II (I2), C1(=CC=CC=C1)CCCCO (4-phenyl-1-butanol), C1=CC=C(C=C1)P(C2=CC=CC=C2)C3=CC=CC=C3 (Ph3P), N1C=NC=C1 (imidazole). Yields the product ICCCCC1=CC=CC=C1 ((4-iodobutyl)benzene). The reactants are BrB(Br)Br, CCOC(C)=O, ClC(Cl)Cl, COc1nccc2c(Nc3c(Cl)cc(C#N)cc3Cl)nc3ccncc3c12. The product is N#Cc1cc(Cl)c(Nc2nc3ccncc3c3c(=O)[nH]ccc23)c(Cl)c1. Reaction SMILES: [B:28]([Br:29])([Br:30])[Br:31].[CH3:36][CH2:37][O:38][C:39](=[O:40])[CH3:41].[CH:32]([Cl:33])([Cl:34])[Cl:35].[Cl:1][c:2]1[cH:3][c:4]([C:5]#[N:6])[cH:7][c:8]([Cl:27])[c:9]1[NH:10][c:11]1[n:12][c:13]2[cH:14][cH:15][n:16][cH:17][c:18]2[c:19]2[c:20]1[cH:21][cH:22][n:23][c:24]2[O:25][CH3:26]>>[Cl:1][c:2]1[cH:3][c:4]([C:5]#[N:6])[cH:7][c:8]([Cl:27])[c:9]1[NH:10][c:11]1[n:12][c:13]2[cH:14][cH:15][n:16][cH:17][c:18]2[c:19]2[c:20]1[cH:21][cH:22][nH:23][c:24]2=[O:25].